From a dataset of the Open Reaction Database (ORD), a public repository of structured organic reaction records. describe an organic reaction: reactants, conditions, products, and yield The reactants are C[Si](N[Si](C)(C)C)(C)C (hexamethyldisilazane), C1(CCC(N1)=O)=O (succinimide), S1(=O)(=O)NC(=O)C2=CC=CC=C12 (saccharin). The solvent is C1(=CC=CC=C1)C (toluene). Run at time 2 hour. Product: C[Si](N1C(CCC1=O)=O)(C)C (N-trimethylsilylsuccinimide). Isolated yield 120823.5%. RXN SMILES: [CH3:1][Si:2]([CH3:9])([CH3:8])[NH:3][Si](C)(C)C.[C:10]1(=[O:16])N[C:13](=[O:15])[CH2:12][CH2:11]1.S1(C2C(=CC=CC=2)C(=O)N1)(=O)=O>C1(C)C=CC=CC=1>[CH3:1][Si:2]([CH3:9])([CH3:8])[N:3]1[C:13](=[O:15])[CH2:12][CH2:11][C:10]1=[O:16]. Reported procedure: 31.5 ml of hexamethyldisilazane (0.15 mmole) were added to a refluxing suspension of a mixture of 50 ml of toluene and 19.80 g (0.20 mole) of succinimide and 458 mg of saccharin (2.5 mmoles) and refluxing was continued for 2 hours. Fifteen minutes after the addition of the silylating agent, a clear, light yellow solution was obtained which turned brown when refluxing was continued. The reaction mixture was cooled, filtered and after evaporation of the solvent, the residue was vacuum distilled to... Reactants: Cl (hydrochloric acid), ice, OC1=CC(=CC(=C1)O)O (1,3,5-trihydroxybenzene), [N+](=O)([O-])C1=CC=CC=C1 (nitrobenzene), CC(CC(=O)Cl)CCCC(C)C (3,7-dimethyl-octanoyl chloride), crude product, [N+](=O)([O-])C1=CC=CC=C1 (nitrobenzene), [Cl-].[Al+3].[Cl-].[Cl-] (aluminum chloride), Cl (hydrochloric acid). Solvent: C(=S)=S (carbon disulfide). Conditions: time 2 hour. The product is OC1=C(C(=CC(=C1)O)O)C(=O)CC(CCCC(C)C)C ((2,6-dimethylheptyl) (2,4,6-trihydroxyphenyl) ketone). Isolated yield 63.0%. RXN SMILES: [N+](C1C=CC=CC=1)([O-])=O.[OH:10][C:11]1[CH:16]=[C:15]([OH:17])[CH:14]=[C:13]([OH:18])[CH:12]=1.[Cl-].[Al+3].[Cl-].[Cl-].[CH3:23][CH:24]([CH2:29][CH2:30][CH2:31][CH:32]([CH3:34])[CH3:33])[CH2:25][C:26](Cl)=[O:27].Cl>C(=S)=S>[OH:10][C:11]1[CH:16]=[C:15]([OH:17])[CH:14]=[C:13]([OH:18])[C:12]=1[C:26]([CH2:25][CH:24]([CH3:23])[CH2:29][CH2:30][CH2:31][CH:32]([CH3:34])[CH3:33])=[O:27] |f:2.3.4.5|. Procedure details: Under the atmosphere of nitrogen, a solvent mixture of 27 ml of nitrobenzene and 23 ml of carbon disulfide was added to 6.613 g (52.4 mmol) of 1,3,5-trihydroxybenzene (1). To the mixture, 21 g (157.2 mmol, 3 equivalents) of granular aluminum chloride was added cooling with ice and stirred for two hours. Into the mixture thus formed, was added a nitrobenzene (8 ml) solution of 10.87 g (57.0 mmol, 1.09 equivalents) of 3,7-dimethyl-octanoyl chloride dropwise and were stirred at room temperature for... The reactants are C(C1=CC=CC=C1)N1CC2N(C(C=3C=CC=CC3C2)=O)C(C1)C (1,2,3,4,11,11a-hexahydro-2-benzyl-4-methyl-pyrazino[1,2-b]isoquinolin-6-one), [H][H] (hydrogen). Reagents/catalysts: [Pd] (palladium on carbon). The solvent is CO (MeOH). Run at temperature 40 celsius, time 4 hour. Yields the product CN1C[C@@H]2N(C(C=3C=CC=CC3C2)=O)[C@@H](C1)C ((4R,11aR)-1,2,3,4,11,11a-hexahydro-2,4-dimethyl-pyrazino[1,2-b]isoquinolin-6-one). Yield: 16.3%. RXN SMILES: [CH2:1]([N:8]1[CH2:22][CH:21]([CH3:23])[N:11]2[C:12](=[O:20])[C:13]3[CH:14]=[CH:15][CH:16]=[CH:17][C:18]=3[CH2:19][CH:10]2[CH2:9]1)C1C=CC=CC=1.[H][H]>[Pd].CO>[CH3:1][N:8]1[CH2:22][C@@H:21]([CH3:23])[N:11]2[C:12](=[O:20])[C:13]3[CH:14]=[CH:15][CH:16]=[CH:17][C:18]=3[CH2:19][C@@H:10]2[CH2:9]1. Procedure details: 1,2,3,4,11,11a-hexahydro-2-benzyl-4-methyl-pyrazino[1,2-b]isoquinolin-6-one (from Isomer B, 12 mg, 0.04 mmol) and 10% palladium on carbon (5 mg) in MeOH (1 ml) was stirred under a balloon of hydrogen. The catalyst was filtered off and then fresh catalyst added. After stirring an additional 4 h at 40° C. under a balloon of hydrogen, the reaction was filtered through Celite® rinsing with methanol to afford 8 mg of crude product. Column purification (Chiralcel OD, 10% 1/1 MeOH/EtOH in hexanes) affo...